Dataset: the Open Reaction Database (ORD), a public repository of structured organic reaction records. Task: describe an organic reaction: reactants, conditions, products, and yield Starting materials: ClC1=CC(=C(C=C1)C#CCN1C(C=2C(C1=O)=CC=CC2)=O)C(C2=CC=CC=C2)=O (1-[4-chloro-2-benzoylphenyl]-3-phthalimidopropyne), mercuric sulfate, C(=O)O (formic acid). Solvent: C(Cl)Cl (methylene chloride). Conditions: time 30 minute. The product is ClC1=CC(=C(C=C1)C(CCN1C(C=2C(C1=O)=CC=CC2)=O)=O)C(C2=CC=CC=C2)=O (1-[4-Chloro-2-benzoylphenyl]-3-phthalimidopropan-1-one). As a reaction SMILES: [Cl:1][C:2]1[CH:7]=[CH:6][C:5]([C:8]#[C:9][CH2:10][N:11]2[C:15](=[O:16])[C:14]3=[CH:17][CH:18]=[CH:19][CH:20]=[C:13]3[C:12]2=[O:21])=[C:4]([C:22](=[O:29])[C:23]2[CH:28]=[CH:27][CH:26]=[CH:25][CH:24]=2)[CH:3]=1.C(O)=[O:31]>C(Cl)Cl>[Cl:1][C:2]1[CH:7]=[CH:6][C:5]([C:8](=[O:31])[CH2:9][CH2:10][N:11]2[C:15](=[O:16])[C:14]3=[CH:17][CH:18]=[CH:19][CH:20]=[C:13]3[C:12]2=[O:21])=[C:4]([C:22](=[O:29])[C:23]2[CH:28]=[CH:27][CH:26]=[CH:25][CH:24]=2)[CH:3]=1. Procedure details: A mixture of 20 g (50 mmole) of 1-[4-chloro-2-benzoylphenyl]-3-phthalimidopropyne, 1.0 g (3 mmole) of mercuric sulfate and 55 ml of formic acid in 50 ml of methylene chloride was stirred at room temperature for 30 min. The mixture was poured over ice and extracted with ethyl acetate. The ethyl acetate solution was dried over anhydrous sodium sulfate and concentrated at reduced pressure to dryness. The residue was crystallized from a mixture of ethyl acetate and ether to give a colorless solid. R...